Dataset: the Open Reaction Database (ORD), a public repository of structured organic reaction records. Task: describe an organic reaction: reactants, conditions, products, and yield Starting materials: [Al+3], C1CCOC1, CCOC(C)=O, [H-], [H-], [H-], [H-], [Li+], Cc1ccc(C(C)N=[N+]=[N-])s1, O. Product: Cc1ccc(C(C)N)s1. Reaction SMILES: [Al+3:2].[CH2:25]1[O:26][CH2:27][CH2:28][CH2:29]1.[CH3:18][CH2:19][O:20][C:21]([CH3:22])=[O:23].[H-:1].[H-:4].[H-:5].[H-:6].[Li+:3].[N:7](=[N+:8]=[N-:9])[CH:10]([CH3:11])[c:12]1[s:13][c:14]([CH3:17])[cH:15][cH:16]1.[OH2:24]>>[NH2:7][CH:10]([CH3:11])[c:12]1[s:13][c:14]([CH3:17])[cH:15][cH:16]1. Reactants: ( 28.6 ), ( 7.96 ), ( 5.80 ), CH2NHC6H4, ( 10.2 ), C7, [OH-].[Na+] (NaOH), Br.NC1=NC2=NC=C(N=C2C(=N1)N)CBr (2,4-Diamino-6-(bromomethyl)pteridine Hydrobromide), NC1=CC=C(C=C1)CCNC(C)=O (N-[2-(4-aminophenyl)ethyl]acetamide), ( 7.70 ), Cl (HCl), ( 17.9 ), ( 27.6 ). The solvent is CC(=O)N(C)C (DMAC). Run at time 2 day. The product is NC1=NC2=NC=C(N=C2C(=N1)N)CNC1=CC=C(C=C1)CCNC(C)=O (N-[2-[4-[[(2,4-diamino-6-pteridinyl)methyl]amino]phenyl]ethyl]acetamide). The yield is 70.0%. Reaction SMILES: [NH2:1][C:2]1[CH:7]=[CH:6][C:5]([CH2:8][CH2:9][NH:10][C:11](=[O:13])[CH3:12])=[CH:4][CH:3]=1.Cl.[OH-].[Na+].Br.[NH2:18][C:19]1[N:28]=[C:27]([NH2:29])[C:26]2[C:21](=[N:22][CH:23]=[C:24]([CH2:30]Br)[N:25]=2)[N:20]=1>CC(N(C)C)=O>[NH2:18][C:19]1[N:28]=[C:27]([NH2:29])[C:26]2[C:21](=[N:22][CH:23]=[C:24]([CH2:30][NH:1][C:2]3[CH:3]=[CH:4][C:5]([CH2:8][CH2:9][NH:10][C:11](=[O:13])[CH3:12])=[CH:6][CH:7]=3)[N:25]=2)[N:20]=1 |f:2.3,4.5|. Reported procedure: A solution of N-[2-(4-aminophenyl)ethyl]acetamide (713 mg, 4 mmoles) and I (672 mg, 2 mmoles) in DMAC (8 ml) was stirred under N2 at about 25° in a stoppered flask protected from light for 2 days. The precipitate was isolated by filtration and the solid on the funnel was washed with DMAC (2 × 4 ml). The filtrate was set aside, and the solid was then washed with EtOH (5 ml) and H2O (2 × 3 ml). The addition of an equal volume of H2O to the DMAC filtrate afforded more product which was isolated by ... As a reaction SMILES: [CH3:33][CH2:34][O:35][CH2:36][CH3:37].[Cl:30][CH2:31][Cl:32].[O:19]=[Cr:20]([Cl:21])([O-:22])=[O:23].[OH:1][CH:2]1[CH2:3][CH2:4][CH:5]([N:8]2[C:9](=[O:18])[c:10]3[cH:11][cH:12][cH:13][cH:14][c:15]3[C:16]2=[O:17])[CH2:6][CH2:7]1.[nH+:24]1[cH:25][cH:26][cH:27][cH:28][cH:29]1>>[O:1]=[C:2]1[CH2:3][CH2:4][CH:5]([N:8]2[C:9](=[O:18])[c:10]3[cH:11][cH:12][cH:13][cH:14][c:15]3[C:16]2=[O:17])[CH2:6][CH2:7]1. Starting materials: CCOCC, ClCCl, O=[Cr](=O)([O-])Cl, O=C1c2ccccc2C(=O)N1C1CCC(O)CC1, c1cc[nH+]cc1. Yields the product O=C1CCC(N2C(=O)c3ccccc3C2=O)CC1.